Dataset: the Open Reaction Database (ORD), a public repository of structured organic reaction records. Task: describe an organic reaction: reactants, conditions, products, and yield Starting materials: ClC1=CC=C(C=C1)C=1C(=NC=C(C(=O)O)C1)O[C@H](C(F)(F)F)C ((S)-5-(4-chlorophenyl)-6-(1,1,1-trifluoropropan-2-yloxy)nicotinic acid), Cl.COC1=NOC(=C1)CN (3-methoxy-5-isoxazolemethanamine hydrochloride). Product: ClC1=CC=C(C=C1)C=1C(=NC=C(C(=O)NCC2=CC(=NO2)OC)C1)O[C@H](C(F)(F)F)C ((S)-5-(4-chlorophenyl)-N-((3-methoxyisoxazol-5-yl)methyl)-6-(1,1,1-trifluoropropan-2-yloxy)nicotinamide). As a reaction SMILES: [Cl:1][C:2]1[CH:7]=[CH:6][C:5]([C:8]2[C:9]([O:17][C@@H:18]([CH3:23])[C:19]([F:22])([F:21])[F:20])=[N:10][CH:11]=[C:12]([CH:16]=2)[C:13](O)=[O:14])=[CH:4][CH:3]=1.Cl.[CH3:25][O:26][C:27]1[CH:31]=[C:30]([CH2:32][NH2:33])[O:29][N:28]=1>>[Cl:1][C:2]1[CH:3]=[CH:4][C:5]([C:8]2[C:9]([O:17][C@@H:18]([CH3:23])[C:19]([F:20])([F:21])[F:22])=[N:10][CH:11]=[C:12]([CH:16]=2)[C:13]([NH:33][CH2:32][C:30]2[O:29][N:28]=[C:27]([O:26][CH3:25])[CH:31]=2)=[O:14])=[CH:6][CH:7]=1 |f:1.2|. Reported procedure: The title compound was synthesized in analogy to Example 1, using (S)-5-(4-chlorophenyl)-6-(1,1,1-trifluoropropan-2-yloxy)nicotinic acid (Example AO) and 3-methoxy-5-isoxazolemethanamine hydrochloride as starting materials. MS: 456.1 (M+H)+. Reactants: C(=O)(O)C1=NC2=CC=C(C=C2C=C1)[N+](=O)[O-] (2-carboxy-6-nitroquinoline), C1(=CC=CC=C1)P(C1=CC=CC=C1)C1=CC=CC=C1 (triphenylphosphine), C(C=C)O (allyl alcohol), CCOC(=O)/N=N/C(=O)OCC (DEAD). Run in C1CCOC1 (THF). Conditions: time 30 minute. Product: C(C=C)OC(=O)C1=NC2=CC=C(C=C2C=C1)[N+](=O)[O-] (2-allyloxycarbonyl-6-nitroquinoline). The yield is 67.6%. Reaction SMILES: [C:1]([C:4]1[CH:13]=[CH:12][C:11]2[C:6](=[CH:7][CH:8]=[C:9]([N+:14]([O-:16])=[O:15])[CH:10]=2)[N:5]=1)([OH:3])=[O:2].[C:17]1(P(C2C=CC=CC=2)C2C=CC=CC=2)[CH:22]=CC=C[CH:18]=1.C(O)C=C.CCOC(/N=N/C(OCC)=O)=O>C1COCC1>[CH2:22]([O:2][C:1]([C:4]1[CH:13]=[CH:12][C:11]2[C:6](=[CH:7][CH:8]=[C:9]([N+:14]([O-:16])=[O:15])[CH:10]=2)[N:5]=1)=[O:3])[CH:17]=[CH2:18]. Procedure details: To a solution of 2-carboxy-6-nitroquinoline (1.5 g; 6.8 mM) in THF (30 ml) was added triphenylphosphine (2.7 g; 10.2 mM), allyl alcohol (0.7 ml; 10.2 mM) and DEAD (1.63 ml; 10.2 mM). After stirring at ambient temperature for 30 minutes, the mixture was extracted with ethyl acetate and purified by subjecting to flash chromatography, eluting with ethyl acetate/petroleum ether (40/60) to give 2-allyloxycarbonyl-6-nitroquinoline (1.2 g; 71%). Starting materials: O=C([O-])[O-], CC(C)C(=O)C(=[N+]=[N-])P(=O)([O-])[O-], CO, CCOC(C)=O, C[Si](C)(C)CCOCn1cnc(Cl)c1C(=O)NCc1ccc(Cl)c(Oc2cc(C#N)cc(C=O)c2)c1F, [K+], [K+]. Yields the product C#Cc1cc(C#N)cc(Oc2c(Cl)ccc(CNC(=O)c3c(Cl)ncn3COCC[Si](C)(C)C)c2F)c1. RXN SMILES: [C:38](=[O:39])([O-:40])[O-:41].[CH3:44][CH:45]([CH3:46])[C:47](=[O:48])[C:49]([P:50](=[O:51])([O-:52])[O-:53])=[N+:54]=[N-:55].[CH3:56][OH:57].[CH3:58][CH2:59][O:60][C:61]([CH3:62])=[O:63].[Cl:1][c:2]1[n:3][cH:4][n:5]([CH2:30][O:31][CH2:32][CH2:33][Si:34]([CH3:35])([CH3:36])[CH3:37])[c:6]1[C:7](=[O:8])[NH:9][CH2:10][c:11]1[c:12]([F:29])[c:13]([O:18][c:19]2[cH:20][c:21]([C:27]#[N:28])[cH:22][c:23]([CH:25]=[O:26])[cH:24]2)[c:14]([Cl:17])[cH:15][cH:16]1.[K+:42].[K+:43]>>[Cl:1][c:2]1[n:3][cH:4][n:5]([CH2:30][O:31][CH2:32][CH2:33][Si:34]([CH3:35])([CH3:36])[CH3:37])[c:6]1[C:7](=[O:8])[NH:9][CH2:10][c:11]1[c:12]([F:29])[c:13]([O:18][c:19]2[cH:20][c:21]([C:27]#[N:28])[cH:22][c:23]([C:25]#[CH:38])[cH:24]2)[c:14]([Cl:17])[cH:15][cH:16]1. Reactants: ice water, O(C1=CC=CC=C1)CC(=O)NC1[C@@H]2N(C(=C(CS2=O)C=CC2=NN=NN2C)C(=O)OC(C2=CC=CC=C2)C2=CC=CC=C2)C1=O (benzhydryl 7-phenoxyacetamido-3-(1-methyl-1H-tetrazol-5-yl)vinyl-3-cephem-4-carboxylate-1-oxide), [I-].[K+] (potassium iodide), C(C)(=O)Cl (acetyl chloride), C1=CC=CC=C1 (benzene). The solvent is CN(C=O)C (N,N-dimethylformamide), C(C)(=O)OCC (ethyl acetate). Yields the product O(C1=CC=CC=C1)CC(=O)NC1[C@@H]2N(C(=C(CS2)C=CC2=NN=NN2C)C(=O)OC(C2=CC=CC=C2)C2=CC=CC=C2)C1=O (benzhydryl 7-phenoxyacetamido-3-(1-methyl-1H-tetrazol-5-yl)vinyl-3-cephem-4-carboxylate). The yield is 86.8%. Reaction SMILES: [O:1]([CH2:8][C:9]([NH:11][CH:12]1[C:44](=[O:45])[N:14]2[C:15]([C:28]([O:30][CH:31]([C:38]3[CH:43]=[CH:42][CH:41]=[CH:40][CH:39]=3)[C:32]3[CH:37]=[CH:36][CH:35]=[CH:34][CH:33]=3)=[O:29])=[C:16]([CH:20]=[CH:21][C:22]3[N:26]([CH3:27])[N:25]=[N:24][N:23]=3)[CH2:17][S:18](=O)[C@H:13]12)=[O:10])[C:2]1[CH:7]=[CH:6][CH:5]=[CH:4][CH:3]=1.[I-].[K+].C(Cl)(=O)C.C1C=CC=CC=1>CN(C)C=O.C(OCC)(=O)C>[O:1]([CH2:8][C:9]([NH:11][CH:12]1[C:44](=[O:45])[N:14]2[C:15]([C:28]([O:30][CH:31]([C:38]3[CH:39]=[CH:40][CH:41]=[CH:42][CH:43]=3)[C:32]3[CH:33]=[CH:34][CH:35]=[CH:36][CH:37]=3)=[O:29])=[C:16]([CH:20]=[CH:21][C:22]3[N:26]([CH3:27])[N:25]=[N:24][N:23]=3)[CH2:17][S:18][C@H:13]12)=[O:10])[C:2]1[CH:3]=[CH:4][CH:5]=[CH:6][CH:7]=1 |f:1.2|. Procedure: To 1.3 g of benzhydryl 7-phenoxyacetamido-3-(1-methyl-1H-tetrazol-5-yl)vinyl-3-cephem-4-carboxylate-1-oxide in 25 ml of N,N-dimethylformamide were added with stirring under cooling with a freezing mixture 2.0 g of potassium iodide and 0.7 ml of acetyl chloride, and the mixture was stirred for 5 minutes. The mixture was then stirred for another 90 minutes at room temperature and poured into ice-water. The separating oil was extracted with ethyl acetate. The extract was washed with an aqueous pota... The reactants are S(O)(O)(=O)=O (Sulfuric acid), ClC1=CC=C(C=C1)[C@@H]1CC[C@H](CC1)C(=O)OC (methyl trans-4-(4-chlorophenyl)cyclohexanecarboxylate), C1CC(=O)N(C1=O)I (n-iodosuccinimide), C(C)(=O)O (acetic acid), ice water. Yields the product ClC1=C(C=C(C=C1)[C@@H]1CC[C@H](CC1)C(=O)OC)I (Methyl trans-4-(4-chloro-3-iodophenyl)cyclohexanecarboxylate). Reaction SMILES: S(=O)(=O)(O)O.[Cl:6][C:7]1[CH:12]=[CH:11][C:10]([C@H:13]2[CH2:18][CH2:17][C@H:16]([C:19]([O:21][CH3:22])=[O:20])[CH2:15][CH2:14]2)=[CH:9][CH:8]=1.C1C(=O)N([I:30])C(=O)C1.C(O)(=O)C>>[Cl:6][C:7]1[CH:8]=[CH:9][C:10]([C@H:13]2[CH2:14][CH2:15][C@H:16]([C:19]([O:21][CH3:22])=[O:20])[CH2:17][CH2:18]2)=[CH:11][C:12]=1[I:30]. Procedure details: Sulfuric acid (0.708 mL, 13.29 mmol) was added into a cold (ice bath) mixture of methyl trans-4-(4-chlorophenyl)cyclohexanecarboxylate (3.3588 g, 13.29 mmol) and n-iodosuccinimide (2.99 g, 13.29 mmol) in acetic acid (0.798 g, 13.29 mmol). The reaction mixture was stirred in an ice bath and was allowed to warm to ambient temperature overnight. The reaction crude was poured into an ice water and extracted with EtOAc. The separated organic phase was dried over Na2SO4, filtered and evaporated to aff... RXN SMILES: [C:35]([c:36]1[nH:37][cH:38][cH:39][n:40]1)([c:41]1[nH:42][cH:43][cH:44][n:45]1)=[O:46].[C:8]([CH3:10])([CH3:11])([O:12][C:13](=[O:9])[NH:15][c:16]1[c:17]([CH2:22][NH:23][CH:24]2[CH2:25][CH2:26][N:27]([C:30](=[O:31])[O:32][CH2:33][CH3:34])[CH2:28][CH2:29]2)[cH:18][n:19][cH:20][cH:21]1)[CH3:14].[Cl:47][CH2:48][Cl:49].[OH:1][C:2]([C:3]([F:4])([F:5])[F:6])=[O:7]>>[O:12]=[C:13]1[NH:15][c:16]2[c:17]([cH:18][n:19][cH:20][cH:21]2)[CH2:22][N:23]1[CH:24]1[CH2:25][CH2:26][N:27]([C:30](=[O:31])[O:32][CH2:33][CH3:34])[CH2:28][CH2:29]1. Reactants: O=C(c1ncc[nH]1)c1ncc[nH]1, CCOC(=O)N1CCC(NCc2cnccc2NC(=O)OC(C)(C)C)CC1, ClCCl, O=C(O)C(F)(F)F. The product is CCOC(=O)N1CCC(N2Cc3cnccc3NC2=O)CC1. Starting materials: CC(C)(C)c1ccc(CNC(=S)NCc2c(F)ccc(NS(C)(=O)=O)c2F)cc1, CCOC(C)=O, N#CN, [Pb]. Product: CC(C)(C)c1ccc(CNC(=NC#N)NCc2c(F)ccc(NS(C)(=O)=O)c2F)cc1. As a reaction SMILES: [C:1]([CH3:2])([CH3:3])([CH3:4])[c:5]1[cH:6][cH:7][c:8]([CH2:9][NH:10][C:11](=[S:12])[NH:13][CH2:14][c:15]2[c:16]([F:27])[c:17]([NH:22][S:23](=[O:24])(=[O:25])[CH3:26])[cH:18][cH:19][c:20]2[F:21])[cH:28][cH:29]1.[CH3:34][CH2:35][O:36][C:37](=[O:38])[CH3:39].[N:30]#[C:31][NH2:32].[Pb:33]>>[C:1]([CH3:2])([CH3:3])([CH3:4])[c:5]1[cH:6][cH:7][c:8]([CH2:9][NH:10][C:11]([NH:13][CH2:14][c:15]2[c:16]([F:27])[c:17]([NH:22][S:23](=[O:24])(=[O:25])[CH3:26])[cH:18][cH:19][c:20]2[F:21])=[N:32][C:31]#[N:30])[cH:28][cH:29]1. The reactants are NC(CC(C(=O)OCC)C)C1=C(C=CC=C1OC)OC (ethyl 4-amino-4-(2,6-dimethoxyphenyl)-2-methylbutanoate), N1(CCCCC1)C=1C=C(C=O)C=CC1 (3-(piperidin-1-yl)benzaldehyde). The product is COC1=C(C(=CC=C1)OC)C1CC(C(N1CC1=CC(=CC=C1)N1CCCCC1)=O)C (5-(2,6-dimethoxyphenyl)-3-methyl-1-(3-(piperidin-1-yl)benzyl)pyrrolidin-2-one). RXN SMILES: [NH2:1][CH:2]([C:11]1[C:16]([O:17][CH3:18])=[CH:15][CH:14]=[CH:13][C:12]=1[O:19][CH3:20])[CH2:3][CH:4]([CH3:10])[C:5]([O:7]CC)=O.[N:21]1([C:27]2[CH:28]=[C:29]([CH:32]=[CH:33][CH:34]=2)[CH:30]=O)[CH2:26][CH2:25][CH2:24][CH2:23][CH2:22]1>>[CH3:18][O:17][C:16]1[CH:15]=[CH:14][CH:13]=[C:12]([O:19][CH3:20])[C:11]=1[CH:2]1[N:1]([CH2:30][C:29]2[CH:32]=[CH:33][CH:34]=[C:27]([N:21]3[CH2:26][CH2:25][CH2:24][CH2:23][CH2:22]3)[CH:28]=2)[C:5](=[O:7])[CH:4]([CH3:10])[CH2:3]1. Procedure details: Prepared according to the described general procedure 1 (GP1) by reaction of ethyl 4-amino-4-(2,6-dimethoxyphenyl)-2-methylbutanoate with commercially available 3-(piperidin-1-yl)benzaldehyde. Subsequent purification by preparative HPLC afforded the target compound. LC-MS (conditions A): tR=0.61 min.; [M+H]+: 409.11 g/mol. Reactants: O([K])[Si](C)(C)C (KOSiMe3), CC(=O)C1=CC=C(C=C1)I (4-iodoacetophenone), Pd(dba2). Reaction conditions: time 13 hour. The product is C(=C/CCCCC)/C1=CC=C(C=C1)C(C)=O ((Z)-1-[4-(1-Heptenyl)phenyl]ethanone). RXN SMILES: O([Si](C)(C)C)[K].[CH3:7][C:8]([C:10]1[CH:15]=[CH:14][C:13](I)=[CH:12][CH:11]=1)=[O:9]>>[CH:7](/[C:13]1[CH:14]=[CH:15][C:10]([C:8](=[O:9])[CH3:7])=[CH:11][CH:12]=1)=[CH:8]/[CH2:10][CH2:11][CH2:12][CH2:13][CH3:14]. Procedure: Following General Procedure II, a mixture of KOSiMe3 (570 mg, 4.0 mmol, 2.0 equiv), (Z)-21 (379 mg, 2.2 mmol, 1.1 equiv), 4-iodoacetophenone (492 mg, 2.0 mmol) and Pd(dba2) (58 mg, 0.1 mmol, 0.05 equiv) was stirred at room temperature for 13 h, and then was filtered through SiO2. Purification by column chromatography (RP C18, MeOH/H2O, 9/1) and Kugelrohr distillation afforded 360 mg (83%) of (Z)-154c as colorless oil.